From a dataset of the Open Reaction Database (ORD), a public repository of structured organic reaction records. describe an organic reaction: reactants, conditions, products, and yield The reactants are CC(C)C(Nc1nnc(-c2ccccc2)o1)C(=O)O, CCN=C=NCCCN(C)C, CO, CCN(C(C)C)C(C)C, Clc1ccc(C2CCNCC2)cc1, Cl, CN(C)C=O, On1nnc2ccccc21. Yields the product CC(C)C(Nc1nnc(-c2ccccc2)o1)C(=O)N1CCC(c2ccc(Cl)cc2)CC1. As a reaction SMILES: [CH3:1][CH:2]([CH:3]([C:4](=[O:5])[OH:6])[NH:7][c:8]1[o:9][c:10](-[c:13]2[cH:14][cH:15][cH:16][cH:17][cH:18]2)[n:11][n:12]1)[CH3:19].[CH3:20][CH2:21][N:22]=[C:23]=[N:24][CH2:25][CH2:26][CH2:27][N:28]([CH3:29])[CH3:30].[CH3:69][OH:70].[CH:55]([N:56]([CH:57]([CH3:58])[CH3:59])[CH2:60][CH3:61])([CH3:62])[CH3:63].[Cl:32][c:33]1[cH:34][cH:35][c:36]([CH:39]2[CH2:40][CH2:41][NH:42][CH2:43][CH2:44]2)[cH:37][cH:38]1.[ClH:31].[O:64]=[CH:65][N:66]([CH3:67])[CH3:68].[OH:45][n:46]1[c:47]2[c:48]([cH:49][cH:50][cH:51][cH:52]2)[n:53][n:54]1>>[CH3:1][CH:2]([CH:3]([C:4](=[O:6])[N:42]1[CH2:41][CH2:40][CH:39]([c:36]2[cH:35][cH:34][c:33]([Cl:32])[cH:38][cH:37]2)[CH2:44][CH2:43]1)[NH:7][c:8]1[o:9][c:10](-[c:13]2[cH:14][cH:15][cH:16][cH:17][cH:18]2)[n:11][n:12]1)[CH3:19]. Reactants: CC1(C)Cc2cc(C(=O)O)ccc2NC1c1cccc(Br)c1, O=C([O-])[O-], CN(C)CC(=O)O, CS(C)=O, Cl, [Cu]I, [K+], [K+], NC1(C(=O)O)CC1. Product: CC1(C)Cc2cc(C(=O)O)ccc2NC1c1cccc(NC2(C(=O)O)CC2)c1. As a reaction SMILES: [Br:1][c:2]1[cH:3][c:4]([CH:8]2[NH:9][c:10]3[cH:11][cH:12][c:13]([C:20](=[O:21])[OH:22])[cH:14][c:15]3[CH2:16][C:17]2([CH3:18])[CH3:19])[cH:5][cH:6][cH:7]1.[C:38](=[O:39])([O-:40])[O-:41].[CH3:31][N:32]([CH3:33])[CH2:34][C:35]([OH:36])=[O:37].[CH3:44][S:45](=[O:46])[CH3:47].[ClH:30].[Cu:48][I:49].[K+:42].[K+:43].[NH2:23][C:24]1([C:27](=[O:28])[OH:29])[CH2:25][CH2:26]1>>[c:2]1([NH:23][C:24]2([C:27](=[O:28])[OH:29])[CH2:25][CH2:26]2)[cH:3][c:4]([CH:8]2[NH:9][c:10]3[cH:11][cH:12][c:13]([C:20](=[O:21])[OH:22])[cH:14][c:15]3[CH2:16][C:17]2([CH3:18])[CH3:19])[cH:5][cH:6][cH:7]1. The reactants are NC(=S)N (Thiourea), BrCCCCCC (1-bromohexane). The solvent is C(C)O (ethanol). Product: Br.C(CCCCC)SC(N)=N (2-Hexyl-isothiourea hydrobromide). Yield: 91.2%. Reaction SMILES: [NH2:1][C:2]([NH2:4])=[S:3].[Br:5][CH2:6][CH2:7][CH2:8][CH2:9][CH2:10][CH3:11]>C(O)C>[BrH:5].[CH2:6]([S:3][C:2](=[NH:4])[NH2:1])[CH2:7][CH2:8][CH2:9][CH2:10][CH3:11] |f:3.4|. Reported procedure: Thiourea (50 g, 657 mmol) and 1-bromohexane (119 mL, 723 mmol) were heated at reflux under nitrogen in ethanol (500 mL) for 20 h. Ethanol was evaporated, and the thick oil stirred in diethyl ether (500 mL). The product precipitated spontaneously. After filtration one obtained 144.5 g (91%) of white crystals, m.p. 75° C. The reactants are BrCC(=O)C1=C2N=C(C(=NC2=CC=C1)C)NCC(F)(F)F (2-bromo-1-(2-methyl-3-((2,2,2-trifluoroethyl)amino)quinoxalin-5-yl)ethanone), C(C)(C)(C)OC(=O)N[C@@H](C(CC(=O)OCC)=O)C ((R)-ethyl 4-((tert-butoxycarbonyl)amino)-3-oxopentanoate), C(=O)([O-])[O-].[K+].[K+] (K2CO3). Solvent: CN(C)C=O (DMF). Run at time 1 hour. Product: C(C)(C)(C)OC(=O)NC(C(C(C(=O)OCC)CC(=O)C1=C2N=C(C(=NC2=CC=C1)C)NCC(F)(F)F)=O)C (ethyl 4-((tert-butoxycarbonyl)amino)-2-(2-(2-methyl-3-((2,2,2-trifluoroethyl)amino)quinoxalin-5-yl)-2-oxoethyl)-3-oxopentanoate). Yield: 63.5%. As a reaction SMILES: Br[CH2:2][C:3]([C:5]1[CH:14]=[CH:13][CH:12]=[C:11]2[C:6]=1[N:7]=[C:8]([NH:16][CH2:17][C:18]([F:21])([F:20])[F:19])[C:9]([CH3:15])=[N:10]2)=[O:4].[C:22]([O:26][C:27]([NH:29][C@H:30]([CH3:39])[C:31](=[O:38])[CH2:32][C:33]([O:35][CH2:36][CH3:37])=[O:34])=[O:28])([CH3:25])([CH3:24])[CH3:23].C([O-])([O-])=O.[K+].[K+]>CN(C=O)C>[C:22]([O:26][C:27]([NH:29][CH:30]([CH3:39])[C:31](=[O:38])[CH:32]([CH2:2][C:3]([C:5]1[CH:14]=[CH:13][CH:12]=[C:11]2[C:6]=1[N:7]=[C:8]([NH:16][CH2:17][C:18]([F:21])([F:20])[F:19])[C:9]([CH3:15])=[N:10]2)=[O:4])[C:33]([O:35][CH2:36][CH3:37])=[O:34])=[O:28])([CH3:24])([CH3:25])[CH3:23] |f:2.3.4|. Procedure details: A mixture of 2-bromo-1-(2-methyl-3-((2,2,2-trifluoroethyl)amino)quinoxalin-5-yl)ethanone (616) (300 mg, 0.83 mmol), ethyl 4-((tert-butoxycarbonyl)amino)-3-oxopentanoate (602) (258 mg, 0.99 mmol) and K2CO3 (286 mg, 2.07 mmol) in DMF (2.75 mL) was stirred at RT for 1 h. The reaction mixture was concentrated. Saturated NH4Cl (aq.) and EtOAc was added and the layers were separated. The aq. layer was extracted with EtOAc (2×). The combined organic layers were dried over anhydrous Na2SO4, filtered and...